This data is from the Open Reaction Database (ORD), a public repository of structured organic reaction records. The task is: describe an organic reaction: reactants, conditions, products, and yield The reactants are BrC=1C=CC(=NC1)N(CCC1=CC=C(OC(C(=O)OCC)(C)C)C=C1)CC1=CC=C(C=C1)OC(F)(F)F (ethyl 2-[4-(2-{(5-bromopyridin-2-yl)[4-(trifluoromethoxy)benzyl]amino}ethyl)phenoxy]-2-methylpropanoate), C(C=C)[Sn](CCCC)(CCCC)CCCC (allyltributyltin). Product: CC(C(=O)O)(C)OC1=CC=C(C=C1)CCN(CC1=CC=C(C=C1)OC(F)(F)F)C1=NC=C(C=C1)CCC (2-Methyl-2-[4-(2-{(5-propylpyridin-2-yl)[4-(trifluoromethoxy)benzyl]amino}ethyl)phenoxy]propanoic acid). Reaction SMILES: Br[C:2]1[CH:3]=[CH:4][C:5]([N:8]([CH2:26][C:27]2[CH:32]=[CH:31][C:30]([O:33][C:34]([F:37])([F:36])[F:35])=[CH:29][CH:28]=2)[CH2:9][CH2:10][C:11]2[CH:25]=[CH:24][C:14]([O:15][C:16]([CH3:23])([CH3:22])[C:17]([O:19]CC)=[O:18])=[CH:13][CH:12]=2)=[N:6][CH:7]=1.[CH2:38]([Sn](CCCC)(CCCC)CCCC)[CH:39]=[CH2:40]>>[CH3:22][C:16]([O:15][C:14]1[CH:13]=[CH:12][C:11]([CH2:10][CH2:9][N:8]([C:5]2[CH:4]=[CH:3][C:2]([CH2:38][CH2:39][CH3:40])=[CH:7][N:6]=2)[CH2:26][C:27]2[CH:32]=[CH:31][C:30]([O:33][C:34]([F:35])([F:36])[F:37])=[CH:29][CH:28]=2)=[CH:25][CH:24]=1)([CH3:23])[C:17]([OH:19])=[O:18]. Procedure details: Similarly prepared from ethyl 2-[4-(2-{(5-bromopyridin-2-yl)[4-(trifluoromethoxy)benzyl]amino}ethyl)phenoxy]-2-methylpropanoate and allyltributyltin. Reactants: NC1=CC2=C(OC([C@H]([C@@H]2N2C(CCC2)=O)O)(C)C)C=C1[N+](=O)[O-] (6-amino-7-nitro-3,4-dihydro-trans-4-(2-ketopyrrolidinyl)2,2-dimethyl-2H-benzo[b]pyran-3-ol), C(#N)C1=CC2=C(OC([C@H]([C@@H]2N2C(CCC2)=O)O)(C)C)C=C1N (6-cyano-7-amino-3,4-dihydro-trans-4-(2-ketopyrrolidinyl)-2,2-dimethyl-2H-benzo[b]pyran-3-ol), [N+](=O)([O-])C1=CC2=C(OC([C@H]([C@@H]2N2C(CCC2)=O)O)(C)C)C=C1NC(C)=O (6-nitro-7-acetamido-3,4-dihydro-trans-4-(2-ketopyrrolidinyl)-2,2-dimethyl-2H-benzo[b]pyran-3-ol), [N+](=O)([O-])C1=CC2=C(OC([C@H]([C@@H]2N2C(CCC2)=O)O)(C)C)C=C1N (6-nitro-7-amino-3,4-dihydro-trans-4-(2-ketopyrrolidinyl)-2,2-dimethyl-2H-benzo[b]pyran-3-ol). Yields the product C(C)(=O)NC1=CC2=C(OC([C@H]([C@@H]2N2C(CCC2)=O)O)(C)C)C=C1[N+](=O)[O-] (6-acetamido-7-nitro-3,4-dihydro-trans-4-(2-ketopyrrolidinyl)-2,2-dimethyl-2H-benzo[b]pyran-3-ol). As a reaction SMILES: [NH2:1][C:2]1[C:20]([N+:21]([O-:23])=[O:22])=[CH:19][C:5]2[O:6][C:7]([CH3:18])([CH3:17])[C@@H:8]([OH:16])[C@H:9]([N:10]3[CH2:14][CH2:13][CH2:12][C:11]3=[O:15])[C:4]=2[CH:3]=1.[N+](C1C(NC(=O)C)=C[C:30]2[O:31]C(C)(C)[C@@H](O)[C@H](N3CCCC3=O)[C:29]=2C=1)([O-])=O.[N+](C1C(N)=CC2OC(C)(C)[C@@H](O)[C@H](N3CCCC3=O)C=2C=1)([O-])=O.C(C1C(N)=CC2OC(C)(C)[C@@H](O)[C@H](N3CCCC3=O)C=2C=1)#N>>[C:30]([NH:1][C:2]1[C:20]([N+:21]([O-:23])=[O:22])=[CH:19][C:5]2[O:6][C:7]([CH3:17])([CH3:18])[C@@H:8]([OH:16])[C@H:9]([N:10]3[CH2:14][CH2:13][CH2:12][C:11]3=[O:15])[C:4]=2[CH:3]=1)(=[O:31])[CH3:29]. Reported procedure: 6-amino-7-nitro-3,4-dihydro-trans-4-(2-ketopyrrolidinyl)2,2-dimethyl-2H-benzo[b]pyran-3-ol or a pharmaceutically acceptable salt thereof; 6-nitro-7-acetamido-3,4-dihydro-trans-4-(2-ketopyrrolidinyl)-2,2-dimethyl-2H-benzo[b]pyran-3-ol; 6-nitro-7-amino-3,4-dihydro-trans-4-(2-ketopyrrolidinyl)-2,2-dimethyl-2H-benzo[b]pyran-3-ol or a pharmaceutically salt thereof; or 6-cyano-7-amino-3,4-dihydro-trans-4-(2-ketopyrrolidinyl)-2,2-dimethyl-2H-benzo[b]pyran-3-ol or a pharmaceutically acceptable salt ther... Starting materials: C(=O)(N1C=NC=C1)N1C=NC=C1 (1,1′-Carbonyldiimidazole), ClC=1C=C2C=CC(=CC2=CC1)S(=O)(=O)C1=CC=C(C(=O)O)C=C1 (4-(6-chloronaphth-2-ylsulphonyl)benzoic acid), N1=CC=C(C=C1)N1CCNCC1 (N-(4-Pyridyl)piperazine). Solvent: CN(C)C=O (DMF). Conditions: temperature 0 celsius, time 30 minute. The product is ClC=1C=C2C=CC(=CC2=CC1)S(=O)(=O)C1=CC=C(C(=O)N2CCN(CC2)C2=CC=NC=C2)C=C1 (1-[4-(6-chloronaphth-2-ylsulphonyl)benzoyl]-4-(4-pyridyl)piperazine). Isolated yield 20.7%. As a reaction SMILES: C(N1C=CN=C1)(N1C=CN=C1)=O.[Cl:13][C:14]1[CH:15]=[C:16]2[C:21](=[CH:22][CH:23]=1)[CH:20]=[C:19]([S:24]([C:27]1[CH:35]=[CH:34][C:30]([C:31](O)=[O:32])=[CH:29][CH:28]=1)(=[O:26])=[O:25])[CH:18]=[CH:17]2.[N:36]1[CH:41]=[CH:40][C:39]([N:42]2[CH2:47][CH2:46][NH:45][CH2:44][CH2:43]2)=[CH:38][CH:37]=1>CN(C=O)C>[Cl:13][C:14]1[CH:15]=[C:16]2[C:21](=[CH:22][CH:23]=1)[CH:20]=[C:19]([S:24]([C:27]1[CH:28]=[CH:29][C:30]([C:31]([N:45]3[CH2:46][CH2:47][N:42]([C:39]4[CH:40]=[CH:41][N:36]=[CH:37][CH:38]=4)[CH2:43][CH2:44]3)=[O:32])=[CH:34][CH:35]=1)(=[O:26])=[O:25])[CH:18]=[CH:17]2. Procedure: 1,1′-Carbonyldiimidazole (0.15 g) was added to a stirred solution of 4-(6-chloronaphth-2-ylsulphonyl)benzoic acid (0.29 g) in DMF (10 ml) which had been cooled to 0° C. and the mixture was stirred at 0° C. for 30 minutes. N-(4-Pyridyl)piperazine (0.164 g) was added, the cooling bath was removed and the mixture was stirred at ambient temperature for 16 hours. The solvent was removed by evaporation and the residue was partitioned between ethyl acetate and water. The ethyl acetate extract was washe... Reactants: CCn1cc(C(=O)O)c(=O)c2cnc(N3CCN(Cc4ccc(NC(C)=O)cc4)CC3)nc21, CC(=O)O, Cl. The product is CCn1cc(C(=O)O)c(=O)c2cnc(N3CCN(Cc4ccc(N)cc4)CC3)nc21. As a reaction SMILES: [C:1](=[O:2])([CH3:3])[NH:4][c:5]1[cH:6][cH:7][c:8]([CH2:9][N:10]2[CH2:11][CH2:12][N:13]([c:16]3[n:17][cH:18][c:19]4[c:20]([n:21]3)[n:22]([CH2:30][CH3:31])[cH:23][c:24]([C:27](=[O:28])[OH:29])[c:25]4=[O:26])[CH2:14][CH2:15]2)[cH:32][cH:33]1.[CH3:35][C:36](=[O:37])[OH:38].[ClH:34]>>[NH2:4][c:5]1[cH:6][cH:7][c:8]([CH2:9][N:10]2[CH2:11][CH2:12][N:13]([c:16]3[n:17][cH:18][c:19]4[c:20]([n:21]3)[n:22]([CH2:30][CH3:31])[cH:23][c:24]([C:27](=[O:28])[OH:29])[c:25]4=[O:26])[CH2:14][CH2:15]2)[cH:32][cH:33]1. Starting materials: COc1ccc2c(c1)C13CCN(C#N)C(C2)C1(OC)CCC(=O)C3, Cl. The product is Cl, COc1ccc2c(c1)C13CCNC(C2)C1(OC)CCC(=O)C3. RXN SMILES: [C:1](#[N:2])[N:3]1[CH:4]2[C:5]3([O:23][CH3:24])[CH2:6][CH2:7][C:8](=[O:22])[CH2:9][C:10]3([c:11]3[cH:12][c:13]([O:18][CH3:19])[cH:14][cH:15][c:16]3[CH2:17]2)[CH2:20][CH2:21]1.[ClH:25]>>[ClH:25].[NH:3]1[CH:4]2[C:5]3([O:23][CH3:24])[CH2:6][CH2:7][C:8](=[O:22])[CH2:9][C:10]3([c:11]3[cH:12][c:13]([O:18][CH3:19])[cH:14][cH:15][c:16]3[CH2:17]2)[CH2:20][CH2:21]1.